From a dataset of the Open Reaction Database (ORD), a public repository of structured organic reaction records. describe an organic reaction: reactants, conditions, products, and yield The product is Cc1cc2ccccc2n1C1=Cc2ccccc2C1. Starting materials: BrC1=Cc2ccccc2C1, C1=C(n2cccc2)Cc2ccccc21, Cc1cc2ccccc2[nH]1, COCCOC, Cc1ccccc1, [K+], [K+], [K+], CC(=O)[O-], CC(=O)[O-], O=P([O-])([O-])[O-], [Pd+2]. RXN SMILES: [Br:25][C:26]1=[CH:30][c:29]2[c:28]([cH:34][cH:33][cH:32][cH:31]2)[CH2:27]1.[CH2:1]1[C:2]([n:10]2[cH:11][cH:12][cH:13][cH:14]2)=[CH:3][c:4]2[cH:5][cH:6][cH:7][cH:8][c:9]21.[CH3:15][c:16]1[nH:17][c:18]2[cH:19][cH:20][cH:21][cH:22][c:23]2[cH:24]1.[CH3:52][O:53][CH2:54][CH2:55][O:56][CH3:57].[CH3:58][c:59]1[cH:60][cH:61][cH:62][cH:63][cH:64]1.[K+:40].[K+:41].[K+:42].[O-:44][C:45]([CH3:46])=[O:47].[O-:48][C:49]([CH3:50])=[O:51].[P:35]([O-:36])([O-:37])([O-:38])=[O:39].[Pd+2:43]>>[CH2:1]1[C:2]([n:17]2[c:16]([CH3:15])[cH:24][c:23]3[c:18]2[cH:19][cH:20][cH:21][cH:22]3)=[CH:3][c:4]2[cH:5][cH:6][cH:7][cH:8][c:9]21. Starting materials: NCCCC[C@@H](C(=O)OC(C)(C)C)N[C@@H]1C(N(C[C@H](SC1)C=1SC=CC1)CC(=O)OC(C)(C)C)=O (t-Butyl α-{6(R)-[5-amino-1(S)-t-butoxycarbonylpentylamino]-5-oxo-2(S)-(2-thienyl)perhydro-1,4-thiazepin-4-yl}acetate), solution, Cl (hydrogen chloride). Solvent: O1CCOCC1 (dioxane). Conditions: time 16 hour. The product is Cl.Cl.NCCCC[C@@H](C(=O)O)N[C@@H]1C(N(C[C@H](SC1)C=1SC=CC1)CC(=O)O)=O (α-{6(R)-[5-Amino-1(S)-carboxypentylamino]-5-oxo-2(S)-(2-thienyl)perhydro-1,4-thiazepin-4-yl}acetic acid dihydrochloride). As a reaction SMILES: [NH2:1][CH2:2][CH2:3][CH2:4][CH2:5][C@H:6]([NH:14][C@H:15]1[CH2:21][S:20][C@H:19]([C:22]2[S:23][CH:24]=[CH:25][CH:26]=2)[CH2:18][N:17]([CH2:27][C:28]([O:30]C(C)(C)C)=[O:29])[C:16]1=[O:35])[C:7]([O:9]C(C)(C)C)=[O:8].[ClH:36]>O1CCOCC1>[ClH:36].[ClH:36].[NH2:1][CH2:2][CH2:3][CH2:4][CH2:5][C@H:6]([NH:14][C@H:15]1[CH2:21][S:20][C@H:19]([C:22]2[S:23][CH:24]=[CH:25][CH:26]=2)[CH2:18][N:17]([CH2:27][C:28]([OH:30])=[O:29])[C:16]1=[O:35])[C:7]([OH:9])=[O:8] |f:3.4.5|. Procedure details: 302 mg of t-butyl α-{6(R)-[5-amino-1(S)-t-butoxycarbonylpentylamino]-5-oxo-2(S)-(2-thienyl)perhydro-1,4-thiazepin-4-yl}acetate (prepared as described in Example 2) were mixed with 3 ml of a 4N solution of hydrogen chloride in dioxane, and the mixture was stirred for 16 hours at room temperature. At the end of this time, the dioxane was distilled off under reduced pressure, and the residue was triturated with diethyl ether and filtered to yield 278 mg of the title compound as a powder. Reactants: C1(CCCC1)CC(C(=O)NC=1SC=CN1)C=1C=NC(=CC1)S (3-Cyclopentyl-2-(6-mercaptopyridin-3-yl)-N-thiazol-2-ylpropionamide), ICCC(=O)O (3-iodopropionic acid). Yields the product C1(CCCC1)CC(C(NC=1SC=CN1)=O)C=1C=CC(=NC1)SCCC(=O)O (3-{5-[2-Cyclopentyl-1-(thiazol-2-ylcarbamoyl)ethyl]pyridin-2-ylsulfanyl}propionic Acid). Reaction SMILES: [CH:1]1([CH2:6][CH:7]([C:16]2[CH:17]=[N:18][C:19]([SH:22])=[CH:20][CH:21]=2)[C:8]([NH:10][C:11]2[S:12][CH:13]=[CH:14][N:15]=2)=[O:9])[CH2:5][CH2:4][CH2:3][CH2:2]1.I[CH2:24][CH2:25][C:26]([OH:28])=[O:27]>>[CH:1]1([CH2:6][CH:7]([C:16]2[CH:21]=[CH:20][C:19]([S:22][CH2:24][CH2:25][C:26]([OH:28])=[O:27])=[N:18][CH:17]=2)[C:8](=[O:9])[NH:10][C:11]2[S:12][CH:13]=[CH:14][N:15]=2)[CH2:5][CH2:4][CH2:3][CH2:2]1. Procedure details: 3-Cyclopentyl-2-(6-mercaptopyridin-3-yl)-N-thiazol-2-ylpropionamide (EXAMPLE 66, 100 mg, 300 μmol) was reacted with 3-iodopropionic acid (60 mg, 300 mol), employing the procedure described in Step 1 of EXAMPLE 67, to furnish the title compound: RTA=3.61 min; m/z (ES+)=406.4 [M+H]+. Reactants: F[C@@H]1C[C@H](NC1)C(=O)N(C)C ((4R)-4-fluoro-N,N-dimethyl-L-prolinamide), C[Si](C)(C)[N-][Si](C)(C)C.[Na+] (sodium bis-(trimethylsilyl) amide), C(=O)([O-])[O-].[K+].[K+] (K2CO3), ClC1(C(N(C2=CC=C(C=C12)Cl)S(=O)(=O)C1=C(C=C(C=C1)OC)OC(F)(F)F)=O)C1=C(C=CC=C1)OC (3,5-dichloro-3-(2-methoxyphenyl)-1-{[4-methoxy-2-(trifluoromethoxy)phenyl]sulfonyl}-1,3-dihydro-2H-indol-2-one). Solvent: CN(C)C=O (DMF), CCOC(=O)C (EtOAc), C1CCOC1 (THF). Reaction conditions: time 15 minute. Yields the product ClC=1C=C2C(C(N(C2=CC1)S(=O)(=O)C1=C(C=C(C=C1)OC)OC(F)(F)F)=O)(C1=C(C=CC=C1)OC)N1[C@H](C(=O)N(C)C)C[C@H](C1)F ((4R)-1-(5-chloro-3-(2-methoxyphenyl)-1-{[4-methoxy-2-(trifluoromethoxy)phenyl]sulfonyl}-2-oxo-2,3-dihydro-1H-indol-3-yl)-4-fluoro-N,N-dimethyl-L-prolinamide). Yield: 3.7%. Reaction SMILES: [F:1][C@H:2]1[CH2:6][NH:5][C@H:4]([C:7]([N:9]([CH3:11])[CH3:10])=[O:8])[CH2:3]1.C[Si]([N-][Si](C)(C)C)(C)C.[Na+].Cl[C:23]1([C:50]2[CH:55]=[CH:54][CH:53]=[CH:52][C:51]=2[O:56][CH3:57])[C:31]2[C:26](=[CH:27][CH:28]=[C:29]([Cl:32])[CH:30]=2)[N:25]([S:33]([C:36]2[CH:41]=[CH:40][C:39]([O:42][CH3:43])=[CH:38][C:37]=2[O:44][C:45]([F:48])([F:47])[F:46])(=[O:35])=[O:34])[C:24]1=[O:49].C([O-])([O-])=O.[K+].[K+]>CN(C=O)C.C1COCC1.CCOC(C)=O>[Cl:32][C:29]1[CH:30]=[C:31]2[C:26](=[CH:27][CH:28]=1)[N:25]([S:33]([C:36]1[CH:41]=[CH:40][C:39]([O:42][CH3:43])=[CH:38][C:37]=1[O:44][C:45]([F:48])([F:47])[F:46])(=[O:34])=[O:35])[C:24](=[O:49])[C:23]2([N:5]1[CH2:6][C@H:2]([F:1])[CH2:3][C@H:4]1[C:7]([N:9]([CH3:11])[CH3:10])=[O:8])[C:50]1[CH:55]=[CH:54][CH:53]=[CH:52][C:51]=1[O:56][CH3:57] |f:1.2,4.5.6|. Procedure details: Under nitrogen atmospher, To a solution of 178 mg of compound obtained in Step 7-2-1 in DMF (1.8 ml) was added 170 mg sodium bis-(trimethylsilyl) amide (38% THF solution) under ice cooling, and the reaction mixture was stirred for 15 minutes at the same temperature. Thereafter a solution of 178 mg of compound obtained in Step 7-2-3 in THF (500 μL) was added, and the solution was stirred at the same temperature for one hour, and at room temperature for 15 hours. To the reaction solution was added...